From a dataset of the Open Reaction Database (ORD), a public repository of structured organic reaction records. describe an organic reaction: reactants, conditions, products, and yield The reactants are C(C)(C)(C)OC(=O)NCC(=O)NC1=CC=C2C(=C(NC2=N1)C1=CC=C(C=C1)F)C1=CC=NC=C1 (6-(2′-t-butoxycarbonylamino-1′-oxo-ethylamino)-3-(4-pyridyl)-2-(4-fluorophenyl)-7-aza-indole), ClC(=O)OCC(C)C (isobutyl chloroformate), CN1CCOCC1 (N-methylmorpholine), C([O-])([O-])=O.[K+].[K+] (potassium carbonate). Run in CN(C)C=O (DMF), O (water). Product: C(C)(C)(C)OC(=O)NCC(=O)NC1=CC=C2C(=C(N(C2=N1)C(=O)OCC(C)C)C1=CC=C(C=C1)F)C1=CC=NC=C1 (6-(2′-t-butoxycarbonylamino-1′-oxo-ethylamino)-3-(4-pyridyl)-2-(4-fluorophenyl)-1-isobutoxycarbonyl-7-aza-indole). RXN SMILES: [C:1]([O:5][C:6]([NH:8][CH2:9][C:10]([NH:12][C:13]1[N:21]=[C:20]2[C:16]([C:17]([C:29]3[CH:34]=[CH:33][N:32]=[CH:31][CH:30]=3)=[C:18]([C:22]3[CH:27]=[CH:26][C:25]([F:28])=[CH:24][CH:23]=3)[NH:19]2)=[CH:15][CH:14]=1)=[O:11])=[O:7])([CH3:4])([CH3:3])[CH3:2].Cl[C:36]([O:38][CH2:39][CH:40]([CH3:42])[CH3:41])=[O:37].CN1CCOCC1.C(=O)([O-])[O-].[K+].[K+]>O.CN(C=O)C>[C:1]([O:5][C:6]([NH:8][CH2:9][C:10]([NH:12][C:13]1[N:21]=[C:20]2[C:16]([C:17]([C:29]3[CH:30]=[CH:31][N:32]=[CH:33][CH:34]=3)=[C:18]([C:22]3[CH:27]=[CH:26][C:25]([F:28])=[CH:24][CH:23]=3)[N:19]2[C:36]([O:38][CH2:39][CH:40]([CH3:42])[CH3:41])=[O:37])=[CH:15][CH:14]=1)=[O:11])=[O:7])([CH3:4])([CH3:2])[CH3:3] |f:3.4.5|. Procedure details: 6-(2′-t-butoxycarbonylamino-1′-oxo-ethylamino)-3-(4-pyridyl)-2-(4-fluorophenyl)-7-aza-indole (29) (50 mg, 0.108 mmol), isobutyl chloroformate (42 ml, 0.325 mmol), N-methylmorpholine (119 ml, 1.08 mmol), potassium carbonate (74.9 mg, 0.542 mmol), and DMF (4 mL) were warmed at 80° C. for 16 h. After cooling to 23 C., the reaction was diluted with water (20 mL), extracted with ethyl acetate (2×20 mL), and dried (Na2SO4). After concentration in vacuo, the residue was purified by preparative plate ch... The reactants are C(C(C)(C)C)(=O)OCC[C@H]1OC(O[C@@H]1CC1=CC=CC=C1)(CC)CC (2-((4R,5R)-5-benzyl-2,2-diethyl-1,3-dioxolane-4-yl)ethyl pivalate), C(C(C)(C)C)(=O)OCC[C@@H]1OC(O[C@H]1CC1=CC=CC=C1)(CC)CC (2-((4S,5S)-5-benzyl-2,2-diethyl-1,3-dioxolane-4-yl)ethyl pivalate). Yields the product C(C1=CC=CC=C1)[C@@H]1[C@H](OC(O1)(CC)CC)CCO (2-((4R,5R)-5-benzyl-2,2-diethyl-1,3-dioxolane-4-yl)ethanol). The yield is 80.0%. Reaction SMILES: C([O:7][CH2:8][CH2:9][C@@H:10]1[C@@H:14]([CH2:15][C:16]2[CH:21]=[CH:20][CH:19]=[CH:18][CH:17]=2)[O:13][C:12]([CH2:24][CH3:25])([CH2:22][CH3:23])[O:11]1)(=O)C(C)(C)C.C(OCC[C@H]1[C@H](CC2C=CC=CC=2)OC(CC)(CC)O1)(=O)C(C)(C)C>>[CH2:15]([C@H:14]1[O:13][C:12]([CH2:22][CH3:23])([CH2:24][CH3:25])[O:11][C@@H:10]1[CH2:9][CH2:8][OH:7])[C:16]1[CH:17]=[CH:18][CH:19]=[CH:20][CH:21]=1. Procedure details: The substantially same method as described in Example 247 was conducted, except that (2-((4R,5R)-5-benzyl-2,2-diethyl-1,3-dioxolan-4-yl)ethyl pivalate (Preparation example 249) was used instead of (2-((4S,5S)-5-benzyl-2,2-diethyl-1,3-dioxolan-4-yl)ethyl pivalate (Preparation example 246), to obtain the title compound (0.9 g, 80˜95%) The reactants are Cl (hydrochloride), N1(CCCC1)C=1C=C(C(=O)O)C=C(C1OC1=CC=CC=C1)S(N)(=O)=O (3-(1-pyrrolidinyl)-4-phenoxy-5-sulphamylbenzoic acid), N1(CCCC1)C=1C=C(C(=O)O)C=C(C1OC1=CC=CC=C1)N (3-(1-pyrrolidinyl)-4-phenoxy-5-aminobenzoic acid), N1(CCCC1)C=1C=C(C(=O)O)C=C(C1OC1=CC=CC=C1)S(=O)(=O)Cl (3-(1-pyrrolidinyl)-4-phenoxy-5-chlorosulphonyl-benzoic acid). Yields the product N1(CCCC1)C1C=C(C(=O)O)C=CC1(S(N)(=O)=O)OC1=CC=CC=C1 (3-(1-Pyrrolidinyl)-4-phenoxy-4-sulphamylbenzoic acid). RXN SMILES: Cl.[N:2]1([C:7]2[CH:8]=[C:9]([CH:13]=[C:14](N)[C:15]=2[O:16][C:17]2[CH:22]=[CH:21][CH:20]=[CH:19][CH:18]=2)[C:10]([OH:12])=[O:11])[CH2:6][CH2:5][CH2:4][CH2:3]1.N1(C2C=C(C=C(S(Cl)(=O)=O)C=2OC2C=CC=CC=2)C(O)=O)CCCC1.N1(C2C=C(C=C([S:70](=[O:73])(=[O:72])[NH2:71])C=2OC2C=CC=CC=2)C(O)=O)CCCC1>>[N:2]1([CH:7]2[C:15]([O:16][C:17]3[CH:22]=[CH:21][CH:20]=[CH:19][CH:18]=3)([S:70](=[O:73])(=[O:72])[NH2:71])[CH:14]=[CH:13][C:9]([C:10]([OH:12])=[O:11])=[CH:8]2)[CH2:6][CH2:5][CH2:4][CH2:3]1. Procedure details: The hydrochloride of the 3-(1-pyrrolidinyl)-4-phenoxy-5-aminobenzoic acid in converted in the manner described in Example 35 over the 3-(1-pyrrolidinyl)-4-phenoxy-5-chlorosulphonyl-benzoic acid into the desired 3-(1-pyrrolidinyl)-4-phenoxy-5-sulphamylbenzoic acid melting at 225°-226° C. Product: CC(Cl)OC(=O)c1cc(-c2ccc(F)cc2F)ccc1O. Reaction SMILES: [ClH:21].[F:1][c:2]1[c:3](-[c:9]2[cH:10][cH:11][c:12]([OH:20])[c:13]([C:14](=[O:15])[O:16][CH:17]=[CH2:18])[cH:19]2)[cH:4][cH:5][c:6]([F:8])[cH:7]1>>[F:1][c:2]1[c:3](-[c:9]2[cH:10][cH:11][c:12]([OH:20])[c:13]([C:14](=[O:15])[O:16][CH:17]([CH3:18])[Cl:21])[cH:19]2)[cH:4][cH:5][c:6]([F:8])[cH:7]1. Reactants: Cl, C=COC(=O)c1cc(-c2ccc(F)cc2F)ccc1O. The reactants are Nc1ccccc1Cl, Cl, O=N[O-], [Na+], [Na+], [Na+], O=C([O-])[O-], O, c1c[nH]cn1. Product: Clc1ccccc1N=Nc1ncc[nH]1. RXN SMILES: [Cl:2][c:3]1[c:4]([NH2:5])[cH:6][cH:7][cH:8][cH:9]1.[ClH:1].[N:10]([O-:11])=[O:12].[Na+:13].[Na+:19].[Na+:20].[O-:21][C:22](=[O:23])[O-:24].[OH2:25].[nH:14]1[cH:15][n:16][cH:17][cH:18]1>>[Cl:2][c:3]1[c:4]([N:5]=[N:10][c:15]2[nH:14][cH:18][cH:17][n:16]2)[cH:6][cH:7][cH:8][cH:9]1. Starting materials: P(Br)(Br)Br (phosphorus tribromide), COC1=C(C(C(=O)OC)O)C=CC=C1 (methyl 2-methoxymandelate), [Na+].[Cl-] (NaCl). Conditions: time 3 hour. The product is BrC(C(=O)OC)C1=C(C=CC=C1)OC (Methyl 2-bromo-2-(2-methoxyphenyl)acetate). Isolated yield 96.6%. Reaction SMILES: P(Br)(Br)[Br:2].[CH3:5][O:6][C:7]1[CH:18]=[CH:17][CH:16]=[CH:15][C:8]=1[CH:9](O)[C:10]([O:12][CH3:13])=[O:11].[Na+].[Cl-]>>[Br:2][CH:9]([C:8]1[CH:15]=[CH:16][CH:17]=[CH:18][C:7]=1[O:6][CH3:5])[C:10]([O:12][CH3:13])=[O:11] |f:2.3|. Procedure: 146.6 ml (1.57 moles) of phosphorus tribromide are added dropwise to 109.7 g (0.562 mole) of methyl 2-methoxymandelate, while cooling well. After 3 hours stirring at room temperature, the mixture is poured into 3N NaCl solution, and extracted with methylene chloride. After washing the organic phase with water, it is dried with Na2SO4 and is concentrated. 140.7 g of the title compound are obtained as a yellowish oil which is used further without purification. Starting materials: OCC1(CCCCC1)C=O (1-(Hydroxymethyl)-cyclohexanecarboxaldehyde), CS(=O)(=O)Cl (methanesulfonyl chloride), N1=CC=CC=C1 (pyridine). The solvent is C(Cl)Cl (methylene chloride), C(Cl)Cl (methylene chloride). Conditions: time 18 hour. Product: S(=O)(=O)(C)OCC1(CCCCC1)C=O (1-(mesyloxymethyl)cyclohexanecarboxaldehyde). The yield is 77.0%. RXN SMILES: [OH:1][CH2:2][C:3]1([CH:9]=[O:10])[CH2:8][CH2:7][CH2:6][CH2:5][CH2:4]1.[CH3:11][S:12](Cl)(=[O:14])=[O:13].N1C=CC=CC=1>C(Cl)Cl>[S:12]([O:10][CH2:9][C:3]1([CH:2]=[O:1])[CH2:8][CH2:7][CH2:6][CH2:5][CH2:4]1)([CH3:11])(=[O:14])=[O:13]. Procedure details: To a cold (0° C. mixture of alcohol 54 (75 g, 0.54 mole) and 65.29 g (0.57 mole) of methanesulfonyl chloride in 80 ml of methylene chloride was added a solution of pyridine (47.96 g, 0.57 mole) in 40 ml of methylene chloride. The reaction mixture was stirred at room temperature for 18 h then quenched with water, acidified with conc. HCl and extracted with methylene chloride. The organic layer was washed with water, brine, and dried over sodium sulfate and concentrated under vacuum to give 91.63 ... Reactants: C1CCOC1, [Li]CCCC, Cc1ccc(S(=O)(=O)n2ccc3c(Cl)nc(Cl)nc32)cc1, N#N. The product is Cc1ccc(S(=O)(=O)n2c(C)cc3c(Cl)nc(Cl)nc32)cc1. RXN SMILES: [CH2:29]1[O:30][CH2:31][CH2:32][CH2:33]1.[CH3:1][CH2:2][CH2:3][CH2:4][Li:5].[Cl:8][c:9]1[n:10][c:11]([Cl:28])[c:12]2[c:13]([n:14]1)[n:15]([S:18](=[O:19])(=[O:20])[c:21]1[cH:22][cH:23][c:24]([CH3:27])[cH:25][cH:26]1)[cH:16][cH:17]2.[N:6]#[N:7]>>[CH3:1][c:16]1[n:15]([S:18](=[O:19])(=[O:20])[c:21]2[cH:22][cH:23][c:24]([CH3:27])[cH:25][cH:26]2)[c:13]2[c:12]([c:11]([Cl:28])[n:10][c:9]([Cl:8])[n:14]2)[cH:17]1. Starting materials: FC(C=1C=C(C(=O)Cl)C=CC1)(F)F (3-trifluoromethylbenzoyl chloride), C(C1=CC=CC=C1)NC(=O)C1=C(N=C(S1)N)C (2-amino-4-methylthiazole-5-carboxylic acid benzylamide). Yields the product C(C1=CC=CC=C1)NC(=O)C1=C(N=C(S1)NC(C1=CC(=CC=C1)C(F)(F)F)=O)C (4-Methyl-2-(3-trifluoromethylbenzoylamino)thiazole-5-carboxylic Acid Benzylamide). Isolated yield 27.0%. As a reaction SMILES: [F:1][C:2]([F:13])([F:12])[C:3]1[CH:4]=[C:5]([CH:9]=[CH:10][CH:11]=1)[C:6](Cl)=[O:7].[CH2:14]([NH:21][C:22]([C:24]1[S:28][C:27]([NH2:29])=[N:26][C:25]=1[CH3:30])=[O:23])[C:15]1[CH:20]=[CH:19][CH:18]=[CH:17][CH:16]=1>>[CH2:14]([NH:21][C:22]([C:24]1[S:28][C:27]([NH:29][C:6](=[O:7])[C:5]2[CH:9]=[CH:10][CH:11]=[C:3]([C:2]([F:13])([F:12])[F:1])[CH:4]=2)=[N:26][C:25]=1[CH3:30])=[O:23])[C:15]1[CH:20]=[CH:19][CH:18]=[CH:17][CH:16]=1. Reported procedure: Following the procedure as described in Example 2, making variations only as required to use 3-trifluoromethylbenzoyl chloride in place of benzoyl chloride to react with 2-amino-4-methylthiazole-5-carboxylic acid benzylamide, the title compound was obtained as a white solid in 27% yield; m.p. 195-196° C.; 1H NMR (CDCl3, 300 MHz) δ 8.15 (s, 1H), 8.07 (d, J=7.8 Hz, 1H), 7.85 (d, J=7.8 Hz, 1H), 7.65 (t, J=7.8 Hz, 1H), 7.40-7.27 (m, 5H), 5.97 (t, J=4.7 Hz, 1H), 4.59 (d, J=5.5 Hz, 2H), 2.49 (s, 3H); ... Reactants: CCOC(=O)c1cc(C)n(CCc2ccccc2)n1, CCO, CCOC(C)=O, [Na+], [OH-], O. Product: Cc1cc(C(=O)O)nn1CCc1ccccc1. As a reaction SMILES: [CH3:1][c:2]1[cH:3][c:4]([C:15](=[O:16])[O:17][CH2:18][CH3:19])[n:5][n:6]1[CH2:7][CH2:8][c:9]1[cH:10][cH:11][cH:12][cH:13][cH:14]1.[CH3:22][CH2:23][OH:24].[CH3:25][CH2:26][O:27][C:28](=[O:29])[CH3:30].[Na+:21].[OH-:20].[OH2:31]>>[CH3:1][c:2]1[cH:3][c:4]([C:15](=[O:16])[OH:17])[n:5][n:6]1[CH2:7][CH2:8][c:9]1[cH:10][cH:11][cH:12][cH:13][cH:14]1.